Dataset: the Open Reaction Database (ORD), a public repository of structured organic reaction records. Task: describe an organic reaction: reactants, conditions, products, and yield Starting materials: NC1=C(C=CC=C1)CC(NC)C=1SC=CC1 (2-amino-N-methyl-α-(2-thienyl)benzeneethaneamine), C(C(C)C)(OC)(OC)OC (trimethyl orthoisobutyrate). Run in C(C)(=O)O (acetic acid). Conditions: time 8 hour. The product is CN1C(=NC2=C(CC1C=1SC=CC1)C=CC=C2)C(C)C (4,5-dihydro-3-methyl-2-(1-methylethyl)-4-(2-thienyl)-3H-1,3-benzodiazepine). Isolated yield 25.6%. Reaction SMILES: [NH2:1][C:2]1[CH:7]=[CH:6][CH:5]=[CH:4][C:3]=1[CH2:8][CH:9]([C:12]1[S:13][CH:14]=[CH:15][CH:16]=1)[NH:10][CH3:11].[C:17](OC)(OC)(OC)[CH:18]([CH3:20])[CH3:19]>C(O)(=O)C>[CH3:11][N:10]1[CH:9]([C:12]2[S:13][CH:14]=[CH:15][CH:16]=2)[CH2:8][C:3]2[CH:4]=[CH:5][CH:6]=[CH:7][C:2]=2[N:1]=[C:17]1[CH:18]([CH3:20])[CH3:19]. Procedure details: A stirred solution of 3.45 g of 2-amino-N-methyl-α-(2-thienyl)benzeneethaneamine and 13.34 g of trimethyl orthoisobutyrate was treated rapidly with 3.8 ml of glacial acetic acid. The reaction mixture was refluxed for 8 hours and cooled to room temperature overnight. The mixture was concentrated on a rotary evaporator at 70° C. After standing overnight under refrigeration, the residue was dissolved in 60 ml of 10% hydrochloric acid solution and extracted with diethyl ether (2×50 ml). The aqueous ... Reactants: C(C=C)C(C(C)=O)C(=C)C (3-allyl-4-methyl-pent-4-en-2-one), ClC1=CC(=CC=C1)C(=O)OO (m-chloroperbenzoic acid). The solvent is C(Cl)Cl (methylene chloride), C(Cl)Cl (methylene chloride). Run at time 3 hour. The product is unreacted material, C(C=C)C(C(C)=O)C1(CO1)C (3-allyl-4-methyl-4,5-epoxy-pentan-2-one). Isolated yield 23.3%. As a reaction SMILES: [CH2:1]([CH:4]([C:8]([CH3:10])=[CH2:9])[C:5](=[O:7])[CH3:6])[CH:2]=[CH2:3].ClC1C=CC=C(C(OO)=[O:19])C=1>C(Cl)Cl>[CH2:1]([CH:4]([C:8]1([CH3:10])[O:19][CH2:9]1)[C:5](=[O:7])[CH3:6])[CH:2]=[CH2:3]. Procedure details: To a solution of 3-allyl-4-methyl-pent-4-en-2-one (20.0 g) in methylene chloride (100 ml) was added dropwise a solution of m-chloroperbenzoic acid (29 g) in methylene chloride (300 ml) at 0° to 5° C. The reaction mixture was stirred at 0° to 5° C. for 3 hours and then at 20° C. overnight. The reaction solution was progressively washed with an aqueous sodium hydrogen carbonate solution, aqueous sodium sulfite solution, aqueous sodium hydrogen carbonate solution and then with an aqueous sodium chl... Starting materials: solution, [Li]C(C)(C)C (tert-BuLi), CCCCC (pentane), CI (MeI), BrC=1C=C2C(=NC1)N(CC2)[Si](C)(C)C(C)(C)C (5-Bromo-1-(tert-butyl-dimethyl-silanyl)-2,3-dihydro-1H-pyrrolo[2,3-b]pyridine). Solvent: CCOCC (Et2O). Product: C(C)(C)(C)[Si](N1CCC=2C1=NC=C(C2)C)(C)C (1-(tert-Butyl-dimethyl-silanyl)-5-methyl-2,3-dihydro-1H-pyrrolo[2,3-b]pyridine). As a reaction SMILES: Br[C:2]1[CH:3]=[C:4]2[CH2:10][CH2:9][N:8]([Si:11]([C:14]([CH3:17])([CH3:16])[CH3:15])([CH3:13])[CH3:12])[C:5]2=[N:6][CH:7]=1.[Li][C:19](C)(C)C.CCCCC.CI>CCOCC>[C:14]([Si:11]([CH3:13])([CH3:12])[N:8]1[C:5]2=[N:6][CH:7]=[C:2]([CH3:19])[CH:3]=[C:4]2[CH2:10][CH2:9]1)([CH3:17])([CH3:16])[CH3:15]. Procedure: To a stirred and cooled (−78° C.) solution of bromide 4 (0.20 g, 0.64 mmol) in Et2O (2.5 mL) was added dropwise a 1.5 M solution of tert-BuLi in pentane (0.89 mL, 1.34 mmol). After 38 min MeI (0.1 mL, 1.61 mmol) was added dropwise and the mixture allowed to gradually warm to r.t. After 12 h the mixture was partitioned between CHCl3 and saturated aqueous NaHCO3 solution. The aqueous layer was extracted with CHCl3 (2×). The combined organic extracts were dried (MgSO4), and concentrated to afford 7... Starting materials: COC1=C(C=CC(=C1)OC(F)(F)F)C1=NN(C2=NC(=NC=C21)N)C (3-(2-Methoxy-4-trifluoromethoxy-phenyl)-1-methyl-1H-pyrazolo[3,4-d]pyrimidin-6-ylamine), B(Br)(Br)Br (BBr3), C(Cl)Cl (DCM). Run at time 30 minute. Product: NC1=NC=C2C(=N1)N(N=C2C2=C(C=C(C=C2)OC(F)(F)F)O)C (2-(6-Amino-1-methyl-1H-pyrazolo[3,4-d]pyrimidin-3-yl)-5-trifluoromethoxy-phenol), hydrobromide salt. As a reaction SMILES: C[O:2][C:3]1[CH:8]=[C:7]([O:9][C:10]([F:13])([F:12])[F:11])[CH:6]=[CH:5][C:4]=1[C:14]1[C:22]2[C:17](=[N:18][C:19]([NH2:23])=[N:20][CH:21]=2)[N:16]([CH3:24])[N:15]=1.B(Br)(Br)Br.C(Cl)Cl>>[NH2:23][C:19]1[N:18]=[C:17]2[N:16]([CH3:24])[N:15]=[C:14]([C:4]3[CH:5]=[CH:6][C:7]([O:9][C:10]([F:11])([F:13])[F:12])=[CH:8][C:3]=3[OH:2])[C:22]2=[CH:21][N:20]=1. Procedure details: A mixture of 3-(2-Methoxy-4-trifluoromethoxy-phenyl)-1-methyl-1H-pyrazolo[3,4-d]pyrimidin-6-ylamine (Example 123) (50 mg, 0.147 mmol) and 1M BBr3 in DCM (3 ml, 2.94 mmol) is stirred at room temperature for 30 minutes. The reaction mixture is quenched with water (5 ml) and stirred for a further 30 minutes. The resulting precipitate is collected by filtration, washed with water and dried under vacuum (50° C.) to afford the title compound as the hydrobromide salt. Starting materials: C(=O)([O-])[O-].[Cs+].[Cs+] (Cs2CO3), C1(=CC=CC=C1)P(C1=CC=CC=2C(C3=CC=CC(=C3OC12)P(C1=CC=CC=C1)C1=CC=CC=C1)(C)C)C1=CC=CC=C1 (4,5-bis(diphenylphosphino)-9,9-dimethylxanthene), tris(dibenzylidenaceton)dipalladium(0), C(C)(C)(C)OC(N)=O (carbamic acid tert-butyl ester), C(C)OC(=O)C1=NOC2=C1C=CC(=C2)OC2=NC(=NC=C2)Cl (6-(2-chloro-pyrimidin-4-yloxy)-benzo[d]isoxazole-3-carboxylic acid ethyl ester), C1(=CC=CC=C1)P(C1=CC=CC=2C(C3=CC=CC(=C3OC12)P(C1=CC=CC=C1)C1=CC=CC=C1)(C)C)C1=CC=CC=C1 (4,5-bis(diphenylphosphino)-9,9-dimethylxanthene), tris(dibenzylidenaceton)dipalladium(0), C(C)(C)(C)OC(N)=O (carbamic acid tert-butyl ester), C(=O)([O-])[O-].[Cs+].[Cs+] (Cs2CO3). Run in O (water), CCOC(=O)C (EtOAc), O1CCOCC1 (dioxane). Conditions: temperature 110 celsius, time 4.5 hour. The product is C(C)OC(=O)C1=NOC2=C1C=CC(=C2)OC2=NC(=NC=C2)NC(=O)OC(C)(C)C (6-(2-tert-Butoxycarbonylamino-pyrimidin-4-yloxy)-benzo[d]isoxazole-3-carboxylic acid ethyl ester). As a reaction SMILES: [CH2:1]([O:3][C:4]([C:6]1[C:10]2[CH:11]=[CH:12][C:13]([O:15][C:16]3[CH:21]=[CH:20][N:19]=[C:18](Cl)[N:17]=3)=[CH:14][C:9]=2[O:8][N:7]=1)=[O:5])[CH3:2].C([O-])([O-])=O.[Cs+].[Cs+].C1(P(C2C=CC=CC=2)C2C3OC4C(=CC=CC=4P(C4C=CC=CC=4)C4C=CC=CC=4)C(C)(C)C=3C=CC=2)C=CC=CC=1.[C:71]([O:75][C:76](=[O:78])[NH2:77])([CH3:74])([CH3:73])[CH3:72]>O1CCOCC1.O.CCOC(C)=O>[CH2:1]([O:3][C:4]([C:6]1[C:10]2[CH:11]=[CH:12][C:13]([O:15][C:16]3[CH:21]=[CH:20][N:19]=[C:18]([NH:77][C:76]([O:75][C:71]([CH3:74])([CH3:73])[CH3:72])=[O:78])[N:17]=3)=[CH:14][C:9]=2[O:8][N:7]=1)=[O:5])[CH3:2] |f:1.2.3|. Procedure details: A solution of 1.4 g (4.3 mMol) 6-(2-chloro-pyrimidin-4-yloxy)-benzo[d]isoxazole-3-carboxylic acid ethyl ester (Step 4.1) in 32 ml dioxane is degassed repeatedly by evaporation and flushing with N2. Then 2.1 g (6.44 mMol) Cs2CO3, 77 mg (0.13 mMol) 4,5-bis(diphenylphosphino)-9,9-dimethylxanthene, 39.3 mg (0.0429 mMol) tris(dibenzylidenaceton)dipalladium(0) and 603 mg (5.15 mMol) carbamic acid tert-butyl ester are added successively. After 4.5 h stirring at 110° C., the mixture is cooled to rt and ... Reaction SMILES: [Cl:1][C:2]1[N:7]=[C:6]([C:8]([O:10][C:11]([CH3:14])([CH3:13])[CH3:12])=[O:9])[CH:5]=[C:4](SCCC)[N:3]=1>C(O)C.[Ni]>[Cl:1][C:2]1[N:7]=[C:6]([C:8]([O:10][C:11]([CH3:14])([CH3:13])[CH3:12])=[O:9])[CH:5]=[CH:4][N:3]=1. Conditions: time 2 hour. Reagents/catalysts: [Ni] (Raney® nickel), [Ni] (Raney® nickel), [Ni] (Raney® nickel). Starting materials: ClC1=NC(=CC(=N1)C(=O)OC(C)(C)C)SCCC (2-Chloro-6-propylthio-4-pyrimidinecarboxylic acid, (1,1-dimethylethyl) ester). Reported procedure: To a suspension of Raney® nickel (50% slurry in water, 10 g) in ethanol (20 ml) was added a solution of the product from step (ii) (3.83 g) in ethanol (20 ml). The mixture was stirred for 2 hours and treated with a further 5 g Raney® nickel. The mixture was stirred overnight and treated with a further 20 g Raney® nickel. After 1 hour the reaction mixture was filtered through Kieselguhr and the filtrate evaporated. The residue was purified by chromatography eluting with 5-10% ethyl acetate in iso... Run in C(C)O (ethanol), C(C)O (ethanol). Yields the product ClC1=NC=CC(=N1)C(=O)OC(C)(C)C (2-Chloro-4-pyrimidinecarboxylic acid, (1,1-dimethylethyl) ester). Starting materials: C=1C=CC2=C(C1)N=NN2O (HOBt), CCN=C=NCCCN(C)C (EDCI), CN1CCOCC1 (NMM), O=C1N(N=CC=C1C(=O)O)C1=NC=CC=C1 (3-Oxo-2-(pyridin-2-yl)-2,3-dihydropyridazine-4-carboxylic acid), FC=1C=C(N)C=CC1OC1=C2C(=NC=C1)N(N=C2N2CCN(CC2)C)CC2=CC=C(C=C2)OC (3-fluoro-4-(1-(4-methoxybenzyl)-3-(4-methylpiperazin-1-yl)-1H-pyrazolo[3,4-b]pyridin-4-yloxy)aniline). Solvent: C(Cl)Cl (CH2Cl2), C(Cl)Cl.CN(C)C=O (CH2Cl2 DMF). Reaction conditions: temperature 0 celsius, time 15 minute. The product is COC1=CC=C(CN2N=C(C=3C2=NC=CC3OC3=C(C=C(C=C3)NC(=O)C=3C(N(N=CC3)C3=NC=CC=C3)=O)F)N3CCN(CC3)C)C=C1 (N-(4-(1-(4-methoxybenzyl)-3-(4-methylpiperazin-1-yl)-1H-pyrazolo[3,4-b]pyridin-4-yloxy)-3-fluorophenyl)-3-oxo-2-(pyridin-2-yl)-2,3-dihydropyridazine-4-carboxamide). Reaction SMILES: [O:1]=[C:2]1[C:7]([C:8]([OH:10])=O)=[CH:6][CH:5]=[N:4][N:3]1[C:11]1[CH:16]=[CH:15][CH:14]=[CH:13][N:12]=1.C1C=CC2N(O)N=NC=2C=1.CCN=C=NCCCN(C)C.CN1CCOCC1.[F:45][C:46]1[CH:47]=[C:48]([CH:50]=[CH:51][C:52]=1[O:53][C:54]1[CH:59]=[CH:58][N:57]=[C:56]2[N:60]([CH2:70][C:71]3[CH:76]=[CH:75][C:74]([O:77][CH3:78])=[CH:73][CH:72]=3)[N:61]=[C:62]([N:63]3[CH2:68][CH2:67][N:66]([CH3:69])[CH2:65][CH2:64]3)[C:55]=12)[NH2:49]>C(Cl)Cl.C(Cl)Cl.CN(C=O)C>[CH3:78][O:77][C:74]1[CH:73]=[CH:72][C:71]([CH2:70][N:60]2[C:56]3=[N:57][CH:58]=[CH:59][C:54]([O:53][C:52]4[CH:51]=[CH:50][C:48]([NH:49][C:8]([C:7]5[C:2](=[O:1])[N:3]([C:11]6[CH:16]=[CH:15][CH:14]=[CH:13][N:12]=6)[N:4]=[CH:5][CH:6]=5)=[O:10])=[CH:47][C:46]=4[F:45])=[C:55]3[C:62]([N:63]3[CH2:68][CH2:67][N:66]([CH3:69])[CH2:65][CH2:64]3)=[N:61]2)=[CH:76][CH:75]=1 |f:6.7|. Procedure: 3-Oxo-2-(pyridin-2-yl)-2,3-dihydropyridazine-4-carboxylic acid (0.0282 g, 0.130 mmol; prepared as in Example 141, Steps A-C) was dissolved in 5 mL of CH2Cl2 and cooled to 0° C. HOBt (0.0351 g, 0.259 mmol), EDCI (0.0497 g, 0.259 mmol), and NMM (0.0333 ml, 0.303 mmol) were added and the reaction mixture was stirred under N2(g) for 15 minutes. 4-(1-(4-Methoxybenzyl)-3-(4-methylpiperazin-1-yl)-1H-pyrazolo[3,4-b]pyridin-4-yloxy)-3-fluorobenzenamine (0.020 g, 0.0432 mmol; prepared according to Example... The reactants are C(C)C1=NN2C(C(=CC=C2I)C=O)=C1 (2-ethyl-4-formyl-7-iodo-pyrazolo[1,5-a]pyridine), C([O-])([O-])=O.[Cs+].[Cs+] (cesium carbonate), C1(=CC=CC=C1)OB(O)O (phenylboric acid), C(CCC)P(CCCC)CCCC (tri-n-butylphosphine). The reagents and catalysts are C=1C=CC(=CC1)/C=C/C(=O)/C=C/C2=CC=CC=C2.C=1C=CC(=CC1)/C=C/C(=O)/C=C/C2=CC=CC=C2.C=1C=CC(=CC1)/C=C/C(=O)/C=C/C2=CC=CC=C2.[Pd].[Pd] (tris(dibenzylideneacetone)dipalladium). Solvent: O1CCOCC1 (dioxane), C(Cl)Cl (methylene chloride). Conditions: temperature 80 celsius, time 6.5 hour. Product: C(C)C1=NN2C(C(=CC=C2C2=CC=CC=C2)C=O)=C1 (2-ethyl-4-formyl-7-phenyl-pyrazolo[1,5-a]pyridine). Yield: 95.2%. Reaction SMILES: [CH2:1]([C:3]1[CH:14]=[C:6]2[C:7]([CH:12]=[O:13])=[CH:8][CH:9]=[C:10](I)[N:5]2[N:4]=1)[CH3:2].[C:15]1(OB(O)O)[CH:20]=[CH:19][CH:18]=[CH:17][CH:16]=1.C(P(CCCC)CCCC)CCC.C(=O)([O-])[O-].[Cs+].[Cs+]>O1CCOCC1.C(Cl)Cl.C1C=CC(/C=C/C(/C=C/C2C=CC=CC=2)=O)=CC=1.C1C=CC(/C=C/C(/C=C/C2C=CC=CC=2)=O)=CC=1.C1C=CC(/C=C/C(/C=C/C2C=CC=CC=2)=O)=CC=1.[Pd].[Pd]>[CH2:1]([C:3]1[CH:14]=[C:6]2[C:7]([CH:12]=[O:13])=[CH:8][CH:9]=[C:10]([C:15]3[CH:20]=[CH:19][CH:18]=[CH:17][CH:16]=3)[N:5]2[N:4]=1)[CH3:2] |f:3.4.5,8.9.10.11.12|. Reported procedure: The compound of Example 130 (50.0 mg), phenylboric acid (22.4 mg), tris(dibenzylideneacetone)dipalladium (3.1 mg), tri-n-butylphosphine (17.0 μL) and cesium carbonate (65.3 mg) were suspended in dioxane in an argon atmosphere. The suspension was stirred at 80° C. for 6.5 hours. Subsequently, the reaction mixture was diluted with methylene chloride and filtered through Celite. The filtrate was evaporated and the resulting residue was purified by silica gel column chromatography (hexane:ethyl acet... The reactants are ClC=1C=CC(=C(C(=O)NCC2CCOC3=CC(=C(C=C23)S(N)(=O)=O)OCC)C1)OC (4-(5-Chloro-2-methoxybenzamidomethyl)6-sulfamoyl-7-ethoxy-chroman), CNC(C(Cl)(Cl)Cl)=O (N-methyltrichloroacetamide). Yields the product ClC=1C=CC(=C(C(=O)NCC2CCOC3=CC(=C(C=C23)S(=O)(=O)NC(=O)NC)OCC)C1)OC (4-(5-Chloro-2-methoxybenzamidomethyl)-6-(methylaminocarbonylaminosulfonyl)-7-ethoxychroman). As a reaction SMILES: [Cl:1][C:2]1[CH:3]=[CH:4][C:5]([O:29][CH3:30])=[C:6]([CH:28]=1)[C:7]([NH:9][CH2:10][CH:11]1[C:20]2[C:15](=[CH:16][C:17]([O:25][CH2:26][CH3:27])=[C:18]([S:21](=[O:24])(=[O:23])[NH2:22])[CH:19]=2)[O:14][CH2:13][CH2:12]1)=[O:8].[CH3:31][NH:32][C:33](=[O:38])C(Cl)(Cl)Cl>>[Cl:1][C:2]1[CH:3]=[CH:4][C:5]([O:29][CH3:30])=[C:6]([CH:28]=1)[C:7]([NH:9][CH2:10][CH:11]1[C:20]2[C:15](=[CH:16][C:17]([O:25][CH2:26][CH3:27])=[C:18]([S:21]([NH:22][C:33]([NH:32][CH3:31])=[O:38])(=[O:23])=[O:24])[CH:19]=2)[O:14][CH2:13][CH2:12]1)=[O:8]. Procedure: 4-(5-Chloro-2-methoxybenzamidomethyl)-6-(methylaminocarbonylaminosulfonyl)-7-ethoxychroman ##STR39## 4-(5-Chloro-2-methoxy-benzamidomethyl)-6-(methylaminocarbonylaminosulfonyl)-7ethoxychroman is prepared as described in Example 1 from 4-(5-Chloro-2-methoxybenzamidomethyl)6-sulfamoyl-7-ethoxy-chroman and N-methyltrichloroacetamide. Melting point: 207°-208° C.